From a dataset of the Open Reaction Database (ORD), a public repository of structured organic reaction records. describe an organic reaction: reactants, conditions, products, and yield Reactants: FC(C(=O)O)(F)F (trifluoroacetic acid), BrC1=NC=C(C(=C1)[C@H]([C@H](O)C1=CC=C(C=C1)F)NC(OC(C)(C)C)=O)F (tert-butyl (1R,2R)-1-(2-bromo-5-fluoropyridin-4-yl)-2-(4-fluorophenyl)-2-hydroxyethylcarbamate), C(=O)(N1C=NC=C1)N1C=NC=C1 (carbonyldiimidazole). Solvent: ClCCl (dichloromethane). Product: BrC1=NC=C(C(=C1)[C@H]1NC(O[C@@H]1C1=CC=C(C=C1)F)=O)F ((4R,5R)-4-(2-bromo-5-fluoropyridin-4-yl)-5-(4-fluorophenyl)oxazolidin-2-one). Yield: 17.1%. Reaction SMILES: [Br:1][C:2]1[CH:7]=[C:6]([C@@H:8]([NH:18][C:19](=[O:25])[O:20]C(C)(C)C)[C@@H:9]([C:11]2[CH:16]=[CH:15][C:14]([F:17])=[CH:13][CH:12]=2)O)[C:5]([F:26])=[CH:4][N:3]=1.FC(F)(F)C(O)=O.C(N1C=CN=C1)(N1C=CN=C1)=O>ClCCl>[Br:1][C:2]1[CH:7]=[C:6]([C@@H:8]2[C@@H:9]([C:11]3[CH:12]=[CH:13][C:14]([F:17])=[CH:15][CH:16]=3)[O:20][C:19](=[O:25])[NH:18]2)[C:5]([F:26])=[CH:4][N:3]=1. Reported procedure: To a 25 mL round bottom flask was added tert-butyl (1R,2R)-1-(2-bromo-5-fluoropyridin-4-yl)-2-(4-fluorophenyl)-2-hydroxyethylcarbamate (141 mg, 0.328 mmol) in dichloromethane (4 mL). To this solution was added trifluoroacetic acid (0.253 mL, 3.28 mmol) and the reaction was allowed to stir over night at room temperature. The next day the reaction was checked by LC/MS and was complete. The reaction solvent was evaporated in vacuo and the crude oil was diluted with diethylether and washed with satu... Reactants: C1CSCCN1, Clc1cc2ccccc2c(Cl)n1, C1COCCO1. Yields the product Clc1cc2ccccc2c(N2CCSCC2)n1. Reaction SMILES: [CH2:13]1[CH2:14][S:15][CH2:16][CH2:17][NH:18]1.[Cl:1][c:2]1[n:3][c:4]([Cl:12])[cH:5][c:6]2[cH:7][cH:8][cH:9][cH:10][c:11]12.[O:19]1[CH2:20][CH2:21][O:22][CH2:23][CH2:24]1>>[c:2]1([N:18]2[CH2:13][CH2:14][S:15][CH2:16][CH2:17]2)[n:3][c:4]([Cl:12])[cH:5][c:6]2[cH:7][cH:8][cH:9][cH:10][c:11]12. Starting materials: S1C=NC=C1C=O (5-thiazolecarboxaldehyde), C(=O)(OC(C)(C)C)N1CCNCC1 (N-Boc-piperazine), C(C)(=O)O[BH-](OC(C)=O)OC(C)=O.[Na+] (sodium triacetoxyborohydride). Solvent: ClCCCl (1,2-DCE), ClCCCl (1,2-DCE). Run at time 17 hour. The product is S1C=NC=C1CN1CCN(CC1)C(=O)OC(C)(C)C (tert-Butyl 4-(thiazol-5-ylmethyl)piperazine-1-carboxylate). The yield is 51.1%. Reaction SMILES: [C:1]([N:8]1[CH2:13][CH2:12][NH:11][CH2:10][CH2:9]1)([O:3][C:4]([CH3:7])([CH3:6])[CH3:5])=[O:2].[S:14]1[C:18]([CH:19]=O)=[CH:17][N:16]=[CH:15]1.C(O[BH-](OC(=O)C)OC(=O)C)(=O)C.[Na+]>ClCCCl>[S:14]1[C:18]([CH2:19][N:11]2[CH2:10][CH2:9][N:8]([C:1]([O:3][C:4]([CH3:7])([CH3:6])[CH3:5])=[O:2])[CH2:13][CH2:12]2)=[CH:17][N:16]=[CH:15]1 |f:2.3|. Reported procedure: N-Boc-piperazine (0.900 g, 4.86 mmol, 1.1 eq) was dissolved in 1,2-DCE (12 mL). To this solution, 5-thiazolecarboxaldehyde (0.500 g, 4.42 mmol, 1 eq) in 1,2-DCE (2 mL) was added followed by the portionwise addition of sodium triacetoxyborohydride (1.310 g, 6.19 mmol, 1.4 eq). The reaction mixture was stirred at room temperature for 17 h and then washed with a saturated aqueous solution of NaHCO3. The organic layer was dried (MgSO4), the solvent removed in vacuo and the crude product was purified... The reagents and catalysts are S(=O)(=O)([O-])[O-].[Cu+2] (copper sulphate). Solvent: [OH-].[Na+] (NaOH), [OH-].[Na+] (NaOH). Reported procedure: To a solution of L-tyrosine of the formula (21) (18.1 g) in 2N NaOH solution (115 ml), copper sulphate solution (12.5 g of CuSO4 in 50 ml of water) was added and heated at 60° C. for 1.5 h. The reaction mixture was cooled to room temperature and methanol (350 ml) and 2N NaOH (12.5 ml) was added and then benzyl bromide (12 ml) was added drop wise. The reaction mass was allowed to warm to room temperature. The precipitate was filtered and washed to give the title compound as white to off-white sol... As a reaction SMILES: [NH2:1][C@H:2]([C:11]([OH:13])=[O:12])[CH2:3][C:4]1[CH:9]=[CH:8][C:7]([OH:10])=[CH:6][CH:5]=1.CO.[CH2:16](Br)[C:17]1[CH:22]=[CH:21][CH:20]=[CH:19][CH:18]=1>[OH-].[Na+].S([O-])([O-])(=O)=O.[Cu+2]>[NH2:1][C@@H:2]([CH2:3][C:4]1[CH:5]=[CH:6][C:7]([O:10][CH2:16][C:17]2[CH:22]=[CH:21][CH:20]=[CH:19][CH:18]=2)=[CH:8][CH:9]=1)[C:11]([OH:13])=[O:12] |f:3.4,5.6|. Run at temperature 60 celsius. Product: N[C@H](C(=O)O)CC1=CC=C(C=C1)OCC1=CC=CC=C1 ((S)-2-amino-3-(4-benzyloxyphenyl)propionic acid), solid. Starting materials: N[C@@H](CC1=CC=C(C=C1)O)C(=O)O (L-tyrosine), ( 21 ), CO (methanol), C(C1=CC=CC=C1)Br (benzyl bromide). Yield: 66.8%. The reactants are N1C(=NC2C1CCCC2)C2=CC=CC=1C(C3=CC=CC=C3C21)=O (4-(3a,4,5,6,7,7a-hexahydro-1H-benzimidazol-2-yl)-9H-fluoren-9-one), O (water). Run in CS(=O)C (dimethyl sulphoxide). Conditions: temperature 200 celsius. The product is N1C(=NC2=C1CCCC2)C2=CC=CC=1C(C3=CC=CC=C3C21)=O (4-(4,5,6,7-tetrahydro-1H-benzimidazol-2-yl)-9H-fluoren-9-one). Yield: 64.1%. RXN SMILES: [NH:1]1[CH:5]2[CH2:6][CH2:7][CH2:8][CH2:9][CH:4]2[N:3]=[C:2]1[C:10]1[C:22]2[C:21]3[C:16](=[CH:17][CH:18]=[CH:19][CH:20]=3)[C:15](=[O:23])[C:14]=2[CH:13]=[CH:12][CH:11]=1.O>CS(C)=O>[NH:1]1[C:5]2[CH2:6][CH2:7][CH2:8][CH2:9][C:4]=2[N:3]=[C:2]1[C:10]1[C:22]2[C:21]3[C:16](=[CH:17][CH:18]=[CH:19][CH:20]=3)[C:15](=[O:23])[C:14]=2[CH:13]=[CH:12][CH:11]=1. Reported procedure: In a 20 ml sealed tube, dissolve 330 mg of 4-(3a,4,5,6,7,7a-hexahydro-1H-benzimidazol-2-yl)-9H-fluoren-9-one, obtained in the previous stage, in 12 ml of dimethyl sulphoxide and then heat at 200° C. for one hour. After cooling, add 30 ml of water and then extract 3 times with 100 ml of ethyl acetate. The crude solid obtained is purified by flash chromatography on silica gel (40-63 μm), eluting with a mixture of dichloromethane and methanol (97/3 by volume). In this way, we obtain 210 mg of 4-(4,... Starting materials: C(C)OC(=O)COCC=1OC(=NN1)S (2-(ethoxycarbonylmethoxymethyl)-1,3,4-oxadiazole-5-thiol), Cl (hydrochloric acid). Product: C(=O)(O)COCC=1OC(=NN1)S (2-(carboxymethoxymethyl)-1,3,4-oxadiazole-5-thiol). As a reaction SMILES: C([O:3][C:4]([CH2:6][O:7][CH2:8][C:9]1[O:10][C:11]([SH:14])=[N:12][N:13]=1)=[O:5])C.Cl>>[C:4]([CH2:6][O:7][CH2:8][C:9]1[O:10][C:11]([SH:14])=[N:12][N:13]=1)([OH:5])=[O:3]. Procedure details: A sample of the product of Example V was converted to the free acid by treatment with dilute hydrochloric acid in the usual manner. In this way, there was obtained pure 2-(carboxymethoxymethyl)-1,3,4-oxadiazole-5-thiol, m.p. 126°-129° C. Starting materials: Cc1nc(C(=O)Nc2c[nH]c3ncc(Br)c(F)c23)co1, CCCCO, CC(C)(C)OC(=O)NC1CCCNC1. Product: Cc1nc(C(=O)Nc2c[nH]c3ncc(Br)c(N4CCCC(NC(=O)OC(C)(C)C)C4)c23)co1. As a reaction SMILES: [Br:1][c:2]1[c:3]([F:20])[c:4]2[c:5]([n:6][cH:7]1)[nH:8][cH:9][c:10]2[NH:11][C:12](=[O:13])[c:14]1[n:15][c:16]([CH3:19])[o:17][cH:18]1.[CH2:35]([OH:36])[CH2:37][CH2:38][CH3:39].[NH:21]1[CH2:22][CH:23]([NH:27][C:28]([O:29][C:30]([CH3:31])([CH3:32])[CH3:33])=[O:34])[CH2:24][CH2:25][CH2:26]1>>[Br:1][c:2]1[c:3]([N:21]2[CH2:22][CH:23]([NH:27][C:28]([O:29][C:30]([CH3:31])([CH3:32])[CH3:33])=[O:34])[CH2:24][CH2:25][CH2:26]2)[c:4]2[c:5]([n:6][cH:7]1)[nH:8][cH:9][c:10]2[NH:11][C:12](=[O:13])[c:14]1[n:15][c:16]([CH3:19])[o:17][cH:18]1.